This data is from the Open Reaction Database (ORD), a public repository of structured organic reaction records. The task is: describe an organic reaction: reactants, conditions, products, and yield Starting materials: CC(C)(C)ON=O, Nc1nc2c(s1)c(O)c(C1=NS(=O)(=O)c3ccccc3N1)c(=O)n2Cc1ccccc1, CN(C)C=O. Yields the product O=c1c(C2=NS(=O)(=O)c3ccccc3N2)c(O)c2scnc2n1Cc1ccccc1. As a reaction SMILES: [N:32]([O:33][C:34]([CH3:35])([CH3:36])[CH3:37])=[O:38].[NH2:1][c:2]1[s:3][c:4]2[c:5]([n:6]([CH2:24][c:25]3[cH:26][cH:27][cH:28][cH:29][cH:30]3)[c:7](=[O:23])[c:8]([C:11]3=[N:12][S:13](=[O:21])(=[O:22])[c:14]4[c:15]([cH:17][cH:18][cH:19][cH:20]4)[NH:16]3)[c:9]2[OH:10])[n:31]1.[O:39]=[CH:40][N:41]([CH3:42])[CH3:43]>>[cH:2]1[s:3][c:4]2[c:5]([n:6]([CH2:24][c:25]3[cH:26][cH:27][cH:28][cH:29][cH:30]3)[c:7](=[O:23])[c:8]([C:11]3=[N:12][S:13](=[O:21])(=[O:22])[c:14]4[c:15]([cH:17][cH:18][cH:19][cH:20]4)[NH:16]3)[c:9]2[OH:10])[n:31]1. Starting materials: CN(C)CC1=CC2=C(CN(CC2)C(CCCCCC2=CC=CC=C2)=O)O1 (1-(2-Dimethylaminomethyl-5,7-dihydro-4H-furo[2,3-c]pyridin-6-yl)-6-phenylhexan-1-one), Cl (hydrogen chloride). Run in CO (methanol), CO (methanol). Product: Cl.CN(C)CC1=CC2=C(CN(CC2)C(CCCCCC2=CC=CC=C2)=O)O1 (1-(2-dimethylaminomethyl-5,7-dihydro-4H-furo[2,3-c]pyridin-6-yl)-6-phenylhexan-1-one hydrochloride). As a reaction SMILES: [CH3:1][N:2]([CH2:4][C:5]1[O:26][C:8]2[CH2:9][N:10]([C:13](=[O:25])[CH2:14][CH2:15][CH2:16][CH2:17][CH2:18][C:19]3[CH:24]=[CH:23][CH:22]=[CH:21][CH:20]=3)[CH2:11][CH2:12][C:7]=2[CH:6]=1)[CH3:3].[ClH:27]>CO>[ClH:27].[CH3:1][N:2]([CH2:4][C:5]1[O:26][C:8]2[CH2:9][N:10]([C:13](=[O:25])[CH2:14][CH2:15][CH2:16][CH2:17][CH2:18][C:19]3[CH:24]=[CH:23][CH:22]=[CH:21][CH:20]=3)[CH2:11][CH2:12][C:7]=2[CH:6]=1)[CH3:3] |f:3.4|. Procedure: 1-(2-Dimethylaminomethyl-5,7-dihydro-4H-furo[2,3-c]pyridin-6-yl)-6-phenylhexan-1-one 0.417 g was dissolved in 2 ml of methanol; hydrogen chloride in methanol was added in excess, followed by stirring. After this mixture was concentrated, diethyl ether was added; the resulting solid was filtered and washed with diethyl ether to yield the desired product. Reactants: CC(C(COC1=NNC(=C1C1=CC=CC=C1)C1=CC=C(C=C1)S(=O)(=O)C)=O)(C)C (3,3-dimethyl-1-[(5-(4-(methylsulphonyl)phenyl)-4-phenyl-1H-pyrazol-3-yl)oxy]butan-2-one), O.C1(=CC=C(C=C1)S(=O)(=O)O)C (p-toluene-sulfonic acid hydrate), C(C)(=O)O (acetic acid). Run in C1(=CC=CC=C1)C (toluene). Yields the product C(C)(=O)N1N=C(C(=C1C1=CC=C(C=C1)S(=O)(=O)C)C1=CC=CC=C1)OCC(C(C)(C)C)=O (1-[(1-Acetyl-5-(4-(methylsulphonyl)phenyl)-4-phenyl-1H-pyrazol-3-yl)oxy]-3,3-dimethylbutan-2-one). The yield is 19.0%. As a reaction SMILES: [CH3:1][C:2]([CH3:29])([CH3:28])[C:3](=[O:27])[CH2:4][O:5][C:6]1[C:10]([C:11]2[CH:16]=[CH:15][CH:14]=[CH:13][CH:12]=2)=[C:9]([C:17]2[CH:22]=[CH:21][C:20]([S:23]([CH3:26])(=[O:25])=[O:24])=[CH:19][CH:18]=2)[NH:8][N:7]=1.O.C1(C)C=CC(S(O)(=O)=O)=CC=1.[C:42](O)(=[O:44])[CH3:43]>C1(C)C=CC=CC=1>[C:42]([N:8]1[C:9]([C:17]2[CH:18]=[CH:19][C:20]([S:23]([CH3:26])(=[O:25])=[O:24])=[CH:21][CH:22]=2)=[C:10]([C:11]2[CH:12]=[CH:13][CH:14]=[CH:15][CH:16]=2)[C:6]([O:5][CH2:4][C:3](=[O:27])[C:2]([CH3:29])([CH3:28])[CH3:1])=[N:7]1)(=[O:44])[CH3:43] |f:1.2|. Procedure details: A mixture of 3,3-dimethyl-1-[(5-(4-(methylsulphonyl)phenyl)-4-phenyl-1H-pyrazol-3-yl)oxy]butan-2-one (145 mg, 0.35 mmol), prepared according to the method of Example 32B, p-toluene-sulfonic acid hydrate (15 mg), and molecular sieves (4 g) in toluene (35 mL) and acetic acid (5 mL) was refluxed for 24 hours. The mixture was concentrated in vacuo, and the residue was purified by chromatography (silica gel, 1:1 hexanes-ethyl acetate) to provide the desired product (yield: 30 mg; 19%). MP 189-191° C.... The reactants are CCC(CC)(c1ccc(C#CC(O)(C(F)(F)F)C(F)(F)F)c(C)c1)c1ccc(-c2ccc(CC(=O)OC)c(F)c2)c(C)c1, CO, [Cl-], [NH4+], [Na+], [OH-]. Yields the product CCC(CC)(c1ccc(C#CC(O)(C(F)(F)F)C(F)(F)F)c(C)c1)c1ccc(-c2ccc(CC(=O)O)c(F)c2)c(C)c1. Reaction SMILES: [CH3:3][O:4][C:5]([CH2:6][c:7]1[c:8]([F:44])[cH:9][c:10](-[c:13]2[c:14]([CH3:43])[cH:15][c:16]([C:19]([CH2:20][CH3:21])([c:22]3[cH:23][c:24]([CH3:40])[c:25]([C:28]#[C:29][C:30]([C:31]([F:32])([F:33])[F:34])([C:35]([F:36])([F:37])[F:38])[OH:39])[cH:26][cH:27]3)[CH2:41][CH3:42])[cH:17][cH:18]2)[cH:11][cH:12]1)=[O:45].[CH3:48][OH:49].[Cl-:46].[NH4+:47].[Na+:2].[OH-:1]>>[O:4]=[C:5]([CH2:6][c:7]1[c:8]([F:44])[cH:9][c:10](-[c:13]2[c:14]([CH3:43])[cH:15][c:16]([C:19]([CH2:20][CH3:21])([c:22]3[cH:23][c:24]([CH3:40])[c:25]([C:28]#[C:29][C:30]([C:31]([F:32])([F:33])[F:34])([C:35]([F:36])([F:37])[F:38])[OH:39])[cH:26][cH:27]3)[CH2:41][CH3:42])[cH:17][cH:18]2)[cH:11][cH:12]1)[OH:45]. Yields the product CCC1=[SH]C(=NC(=O)C2=C(C(=O)O)CCC2)N(Cc2ccc(-c3ccccc3-c3nnn[nH]3)cc2)N1. RXN SMILES: [C:27]12=[C:28]([CH2:29][CH2:30][CH2:31]1)[C:32](=[O:33])[O:34][C:35]2=[O:36].[CH2:1]([CH3:2])[C:3]1=[SH:7][C:6](=[NH:8])[N:5]([CH2:9][c:10]2[cH:11][cH:12][c:13](-[c:16]3[c:17](-[c:22]4[n:23][n:24][n:25][nH:26]4)[cH:18][cH:19][cH:20][cH:21]3)[cH:14][cH:15]2)[NH:4]1.[CH3:38][N:39]([CH3:40])[CH:41]=[O:42].[OH2:37]>>[CH2:1]([CH3:2])[C:3]1=[SH:7][C:6](=[N:8][C:35]([C:27]2=[C:28]([C:32](=[O:33])[OH:34])[CH2:29][CH2:30][CH2:31]2)=[O:36])[N:5]([CH2:9][c:10]2[cH:11][cH:12][c:13](-[c:16]3[c:17](-[c:22]4[nH:23][n:24][n:25][n:26]4)[cH:18][cH:19][cH:20][cH:21]3)[cH:14][cH:15]2)[NH:4]1. Starting materials: O=C1OC(=O)C2=C1CCC2, CCC1=[SH]C(=N)N(Cc2ccc(-c3ccccc3-c3nnn[nH]3)cc2)N1, CN(C)C=O, O. Starting materials: [I-].[Na+] (sodium iodide), FC=1C=C(C=CC1F)NC(C1CCNCC1)C1=CC=C(C=C1)F (4-[[(3,4-difluorophenyl)amino](4-fluorophenyl)methyl]piperidine), ClCCCOC1=CC2=CC=CC=C2C=C1 (2-(3-chloropropyloxy)naphthalene), C([O-])(O)=O.[Na+] (sodium bicarbonate), Cl (HCl). Solvent: C(CCC)O (1-butanol), C(Cl)Cl (methylene chloride). Yields the product Cl.Cl.FC=1C=C(C=CC1F)NC(C1CCN(CC1)CCCOC1=CC2=CC=CC=C2C=C1)C1=CC=C(C=C1)F (N-(3,4-Difluorophenyl)-α-(4-fluorophenyl)-1-[3-(2-naphthalenyloxy)propyl]-4-piperidinemethanamine dihydrochloride). Yield: 59.8%. As a reaction SMILES: [F:1][C:2]1[CH:3]=[C:4]([NH:9][CH:10]([C:17]2[CH:22]=[CH:21][C:20]([F:23])=[CH:19][CH:18]=2)[CH:11]2[CH2:16][CH2:15][NH:14][CH2:13][CH2:12]2)[CH:5]=[CH:6][C:7]=1[F:8].[Cl:24][CH2:25][CH2:26][CH2:27][O:28][C:29]1[CH:38]=[CH:37][C:36]2[C:31](=[CH:32][CH:33]=[CH:34][CH:35]=2)[CH:30]=1.C(=O)(O)[O-].[Na+].[I-].[Na+].[ClH:46]>C(O)CCC.C(Cl)Cl>[ClH:24].[ClH:46].[F:1][C:2]1[CH:3]=[C:4]([NH:9][CH:10]([C:17]2[CH:18]=[CH:19][C:20]([F:23])=[CH:21][CH:22]=2)[CH:11]2[CH2:16][CH2:15][N:14]([CH2:25][CH2:26][CH2:27][O:28][C:29]3[CH:38]=[CH:37][C:36]4[C:31](=[CH:32][CH:33]=[CH:34][CH:35]=4)[CH:30]=3)[CH2:13][CH2:12]2)[CH:5]=[CH:6][C:7]=1[F:8] |f:2.3,4.5,9.10.11|. Procedure: A mixture of 4-[[(3,4-difluorophenyl)amino](4-fluorophenyl)methyl]piperidine (4.70 g, 0.0147 mol), 2-(3-chloropropyloxy)naphthalene) (3.23 g, 0.0147 mol), and sodium bicarbonate (5.53 g, 0.0658 mol) in 350 mL of 1-butanol containing sodium iodide was heated at reflux for 24 h. The butanol was removed by rotary evaporator and the residue partitioned between chloroform and water. The chloroform layer was washed with 5% sodium hydroxide, dried (Na2SO4) and filtered. Chloroform was removed to give a...